describe an organic reaction: reactants, conditions, products, and yield From a dataset of the Open Reaction Database (ORD), a public repository of structured organic reaction records. Starting materials: C[SiH](C)OC(c1cc(Br)c2occc2c1)C(C)(C)C, CC(C)(C)OC(=O)N1CCNCC1. Product: C[SiH](C)OC(c1cc(N2CCN(C(=O)OC(C)(C)C)CC2)c2occc2c1)C(C)(C)C. Reaction SMILES: [C:1]([CH3:2])([CH3:3])([CH3:4])[CH:5]([c:6]1[cH:7][c:8]([Br:15])[c:9]2[c:10]([cH:11][cH:12][o:13]2)[cH:14]1)[O:16][SiH:17]([CH3:18])[CH3:19].[C:20]([CH3:21])([CH3:22])([CH3:23])[O:24][C:25](=[O:26])[N:27]1[CH2:28][CH2:29][NH:30][CH2:31][CH2:32]1>>[C:1]([CH3:2])([CH3:3])([CH3:4])[CH:5]([c:6]1[cH:7][c:8]([N:30]2[CH2:29][CH2:28][N:27]([C:25]([O:24][C:20]([CH3:21])([CH3:22])[CH3:23])=[O:26])[CH2:32][CH2:31]2)[c:9]2[c:10]([cH:11][cH:12][o:13]2)[cH:14]1)[O:16][SiH:17]([CH3:18])[CH3:19].